This data is from the Open Reaction Database (ORD), a public repository of structured organic reaction records. The task is: describe an organic reaction: reactants, conditions, products, and yield Starting materials: C(C)(C)O (isopropanol), C(C)(C)(C)OOC(CCC(=O)OCC)(C)OOC(C)(C)C (ethyl 4,4-di-(t-butylperoxy)pentanoate), NN (hydrazine), C(C)(C)(C)OOC(CCC(=O)OCC)(C)OOC(C)(C)C (ethyl 4,4-di-(t-butyl-peroxy)pentanoate), NN (hydrazine). Run in O (water). Conditions: time 20 hour. The product is C(C)(C)(C)OOC(CCC(=O)NN)(C)OOC(C)(C)C (4,4-Di-(t-butylperoxy)pentanohydrazide), liquid. RXN SMILES: [C:1]([O:5][O:6][C:7]([O:16][O:17][C:18]([CH3:21])([CH3:20])[CH3:19])([CH3:15])[CH2:8][CH2:9][C:10](OCC)=[O:11])([CH3:4])([CH3:3])[CH3:2].[NH2:22][NH2:23].C(O)(C)C>O>[C:1]([O:5][O:6][C:7]([O:16][O:17][C:18]([CH3:21])([CH3:20])[CH3:19])([CH3:15])[CH2:8][CH2:9][C:10]([NH:22][NH2:23])=[O:11])([CH3:4])([CH3:3])[CH3:2]. Procedure details: 4,4-Di-(t-butylperoxy)pentanohydrazide was prepared by reacting ethyl 4,4-di-(t-butyl-peroxy)pentanoate with 9 molar excess of 54% aqueous hydrazine. A 3-neck flask equipped with a magnetic stirrer, a thermometer and an addition funnel was charged with 125 mL of isopropanol (IPA), 15.3 g (0.05 mole) of 99% ethyl 4,4-di-(t-butylperoxy)pentanoate and 30 g (about 0.50 mole) of 54% aqueous hydrazine at 25° C. The solution was stirred for about 20 hours at 20°-25° C. Then the reaction mass was poured...